From a dataset of the Open Reaction Database (ORD), a public repository of structured organic reaction records. describe an organic reaction: reactants, conditions, products, and yield The reactants are CC(C)(C)O, O=C(Cl)c1ccc(Cl)c([N+](=O)[O-])c1, ClCCl, O, c1ccncc1. As a reaction SMILES: [C:14]([CH3:15])([CH3:16])([CH3:17])[OH:18].[Cl:1][c:2]1[c:3]([N+:11](=[O:12])[O-:13])[cH:4][c:5]([C:6](=[O:7])[Cl:8])[cH:9][cH:10]1.[Cl:26][CH2:27][Cl:28].[OH2:25].[cH:19]1[cH:20][cH:21][n:22][cH:23][cH:24]1>>[Cl:1][c:2]1[c:3]([N+:11](=[O:12])[O-:13])[cH:4][c:5]([C:6](=[O:7])[O:18][C:14]([CH3:15])([CH3:16])[CH3:17])[cH:9][cH:10]1. The product is CC(C)(C)OC(=O)c1ccc(Cl)c([N+](=O)[O-])c1.